This data is from the Open Reaction Database (ORD), a public repository of structured organic reaction records. The task is: describe an organic reaction: reactants, conditions, products, and yield Starting materials: C[O-], C[S-], CO, O=C(O)c1ccc(F)c([N+](=O)[O-])c1, [Na+], [Na+], O. The product is CSc1ccc(C(=O)O)cc1[N+](=O)[O-]. RXN SMILES: [CH3:14][O-:15].[CH3:17][S-:18].[CH3:21][OH:22].[F:1][c:2]1[c:3]([N+:11](=[O:12])[O-:13])[cH:4][c:5]([C:6](=[O:7])[OH:8])[cH:9][cH:10]1.[Na+:16].[Na+:19].[OH2:20]>>[c:2]1([S:18][CH3:17])[c:3]([N+:11](=[O:12])[O-:13])[cH:4][c:5]([C:6](=[O:7])[OH:8])[cH:9][cH:10]1. Starting materials: ClC1=C(C#N)C=CC(=C1C)OC1CCN(CC1)CC1CC=CC1 (2-Chloro-4-(1-cyclopent-3-enylmethyl-piperidin-4-yloxy)-3-methyl-benzonitrile), O.C[N+]1(CCOCC1)[O-] (4-methylmorpholine 4-oxide monohydrate), CC(=O)C (acetone), O (water), O (water), diol, S(=O)(=O)([O-])S(=O)[O-].[Na+].[Na+] (sodium metabisulfite). The reagents and catalysts are O.O.[O-][Os](=O)(=O)[O-].[K+].[K+] (potassium osmate (vi) dihydrate). Product: N (ammonia), ClC1=C(C#N)C=CC(=C1C)OC1CCN(CC1)CC1CC(C(C1)O)O (2-Chloro-4-({1-[(3,4-dihydroxycyclopentyl)methyl]piperidin-4-yl}oxy)-3-methylbenzonitrile). As a reaction SMILES: [Cl:1][C:2]1[C:9]([CH3:10])=[C:8]([O:11][CH:12]2[CH2:17][CH2:16][N:15]([CH2:18][CH:19]3[CH2:23][CH:22]=[CH:21][CH2:20]3)[CH2:14][CH2:13]2)[CH:7]=[CH:6][C:3]=1[C:4]#[N:5].[OH2:24].C[N+]1([O-])CCOCC1.CC(C)=O.S(S([O-])=O)([O-])(=O)=O.[Na+].[Na+].[OH2:46]>O.O.[O-][Os]([O-])(=O)=O.[K+].[K+]>[NH3:5].[Cl:1][C:2]1[C:9]([CH3:10])=[C:8]([O:11][CH:12]2[CH2:17][CH2:16][N:15]([CH2:18][CH:19]3[CH2:23][CH:22]([OH:24])[CH:21]([OH:46])[CH2:20]3)[CH2:14][CH2:13]2)[CH:7]=[CH:6][C:3]=1[C:4]#[N:5] |f:1.2,4.5.6,8.9.10.11.12|. Procedure: 2-Chloro-4-(1-cyclopent-3-enylmethyl-piperidin-4-yloxy)-3-methyl-benzonitrile (1.5 g), potassium osmate (vi) dihydrate (0.042 g) and 4-methylmorpholine 4-oxide monohydrate (3.2 ml of a 50% soln in water) were added to acetone (40 ml) and water (5 ml). The reaction mixture was heated under reflux for 1 h. LC/MS showed complete conversion to the desired diol. The reaction was allowed to cool to room temperature and then sodium metabisulfite solution was added. The reaction mixture was extracted wi...